The task is: describe an organic reaction: reactants, conditions, products, and yield. This data is from the Open Reaction Database (ORD), a public repository of structured organic reaction records. The reactants are Cc1cccc(C)n1, O=S(=O)(Cl)CCCCl, ON=C(Cl)c1c(Cl)cccc1Cl, c1ccccc1. The product is ClCCCON=C(Cl)c1c(Cl)cccc1Cl. Reaction SMILES: [CH3:1][c:2]1[n:3][c:4]([CH3:5])[cH:6][cH:7][cH:8]1.[Cl:21][CH2:22][CH2:23][CH2:24][S:25]([Cl:26])(=[O:27])=[O:28].[Cl:9][C:10]([c:11]1[c:12]([Cl:18])[cH:13][cH:14][cH:15][c:16]1[Cl:17])=[N:19][OH:20].[cH:29]1[cH:30][cH:31][cH:32][cH:33][cH:34]1>>[Cl:9][C:10]([c:11]1[c:12]([Cl:18])[cH:13][cH:14][cH:15][c:16]1[Cl:17])=[N:19][O:20][CH2:24][CH2:23][CH2:22][Cl:21]. Reactants: ClC(Cl)Cl, CSc1ncc(CO)c(Cl)n1. Product: CSc1ncc(C=O)c(Cl)n1. Reaction SMILES: [Cl:12][CH:13]([Cl:14])[Cl:15].[Cl:1][c:2]1[n:3][c:4]([S:10][CH3:11])[n:5][cH:6][c:7]1[CH2:8][OH:9]>>[Cl:1][c:2]1[n:3][c:4]([S:10][CH3:11])[n:5][cH:6][c:7]1[CH:8]=[O:9]. As a reaction SMILES: [CH2:1]([O:3][C:4](=[O:32])[CH2:5][O:6][C:7]1[CH:12]=[C:11]([CH:13]([CH3:15])[CH3:14])[CH:10]=[CH:9][C:8]=1[CH2:16][CH2:17][NH:18][S:19]([C:22]1[CH:27]=[C:26]([C:28]#[N:29])[CH:25]=[CH:24][C:23]=1[O:30]C)(=[O:21])=[O:20])[CH3:2].[Cl-].[Li+]>CN(C)C=O>[CH2:1]([O:3][C:4](=[O:32])[CH2:5][O:6][C:7]1[CH:12]=[C:11]([CH:13]([CH3:14])[CH3:15])[CH:10]=[CH:9][C:8]=1[CH2:16][CH2:17][NH:18][S:19]([C:22]1[CH:27]=[C:26]([C:28]#[N:29])[CH:25]=[CH:24][C:23]=1[OH:30])(=[O:20])=[O:21])[CH3:2] |f:1.2|. The product is C(C)OC(COC1=C(C=CC(=C1)C(C)C)CCNS(=O)(=O)C1=C(C=CC(=C1)C#N)O)=O (ethyl[2-[2-(5-cyano-2-hydroxybenzenesulfonylamino)ethyl]-5-isopropylphenoxy]acetate). Solvent: CN(C=O)C (N,N-dimethylformamide). Reactants: C(C)OC(COC1=C(C=CC(=C1)C(C)C)CCNS(=O)(=O)C1=C(C=CC(=C1)C#N)OC)=O (ethyl[2-[2-(5-cyano-2-methoxybenzenesulfonylamino)ethyl]-5-isopropylphenoxy]acetate), [Cl-].[Li+] (lithium chloride). Reaction conditions: temperature 140 celsius, time 3 hour. The yield is 96.9%. Procedure details: To a solution of 148 mg of ethyl[2-[2-(5-cyano-2-methoxybenzenesulfonylamino)ethyl]-5-isopropylphenoxy]acetate in 3 mL of N,N-dimethylformamide was added 41 mg of lithium chloride, and the mixture was stirred at 140° C. for 3 hours. After being cooled to room temperature, the reaction mixture was concentrated under reduced pressure. To the residue was added aqueous 10% citric acid solution to adjust pH4, and the mixture was extracted with 100 mL of ethyl acetate. The organic layer was washed wit... Reactants: C(C)(C)(C)OC(=O)N[C@@H](CSC(C1=CC=CC=C1)(C1=CC=CC=C1)C1=CC=CC=C1)C(=O)N1CCC(CC1)(O)CC1=CC=CC=C1 (N-t-butoxycarbonyl-S-trityl-L-Cysteinyl4-benzyl-4-piperidinol), C(C)(=O)OC(C)=O (acetic anhydride). Reagents/catalysts: CN(C1=CC=NC=C1)C (4-dimethylaminopyridine). The solvent is N1=CC=CC=C1 (pyridine). Reaction conditions: temperature 50 celsius. The product is C(C)(C)(C)OC(=O)N[C@@H](CSC(C1=CC=CC=C1)(C1=CC=CC=C1)C1=CC=CC=C1)C(=O)O.C(C)(=O)OC1(CCNCC1)CC1=CC=CC=C1 (N-t-butoxycarbonyl-S-trityl-L-Cysteine 4-acetoxy-4-benzylpiperidine). As a reaction SMILES: [C:1]([O:5][C:6]([NH:8][C@H:9]([C:31]([N:33]1[CH2:38][CH2:37][C:36]([CH2:40][C:41]2[CH:46]=[CH:45][CH:44]=[CH:43][CH:42]=2)([OH:39])[CH2:35][CH2:34]1)=[O:32])[CH2:10][S:11][C:12]([C:25]1[CH:30]=[CH:29][CH:28]=[CH:27][CH:26]=1)([C:19]1[CH:24]=[CH:23][CH:22]=[CH:21][CH:20]=1)[C:13]1[CH:18]=[CH:17][CH:16]=[CH:15][CH:14]=1)=[O:7])([CH3:4])([CH3:3])[CH3:2].[C:47](OC(=O)C)(=[O:49])[CH3:48]>N1C=CC=CC=1.CN(C)C1C=CN=CC=1>[C:1]([O:5][C:6]([NH:8][C@H:9]([C:31]([OH:49])=[O:32])[CH2:10][S:11][C:12]([C:13]1[CH:18]=[CH:17][CH:16]=[CH:15][CH:14]=1)([C:19]1[CH:20]=[CH:21][CH:22]=[CH:23][CH:24]=1)[C:25]1[CH:26]=[CH:27][CH:28]=[CH:29][CH:30]=1)=[O:7])([CH3:3])([CH3:4])[CH3:2].[C:47]([O:39][C:36]1([CH2:40][C:41]2[CH:42]=[CH:43][CH:44]=[CH:45][CH:46]=2)[CH2:35][CH2:34][NH:33][CH2:38][CH2:37]1)(=[O:49])[CH3:48] |f:4.5|. Reported procedure: To a solution of N-t-butoxycarbonyl-S-trityl-L-Cysteinyl4-benzyl-4-piperidinol (100 mg, 0.16 mmol) in dry pyridine (2 ml), was added 4-dimethylaminopyridine (25 mg, 0.20 mmol) and acetic anhydride (0.030 ml, 0.32 mmol). The solution was heated to 50° C. (oil bath temp.) for 2 days and then allowed to cool to room temp. The reaction mixture was concentrated in vacuo and the residue partitioned between EtOAc and brine. The EtOAc layer was dried (MgSO4) and concentrated in vacuo to a brown oil. Thi... The reactants are OCCN1CCN(CC1)CC(=O)NC=1C(=NC(=CC1SC)C)SC (2-[4-(2-hydroxyethyl)piperazin-1-yl]-N-[2,4-bis(methylthio)-6-methylpyridin-3-yl]acetamide), SC=1OC2=C(N1)C=CC=C2C(F)(F)F (2-mercapto-7-trifluoromethylbenzoxazole), OCCN1CCN(CC1)CC(=O)NC=1C(=NC(=CC1N1CCOCC1)C)N1CCOCC1 (2-[4-(2-hydroxyethyl)piperazin-1-yl]-N-[2,4-bis(morpholino)-6-methylpyridin-3-yl]acetamide), SC=1NC2=C(N1)C=CC=C2 (2-mercaptobenzimidazole). As a reaction SMILES: OCCN1CCN(CC(NC2C(SC)=NC(C)=CC=2SC)=O)CC1.O[CH2:26][CH2:27][N:28]1[CH2:33][CH2:32][N:31]([CH2:34][C:35]([NH:37][C:38]2[C:39]([N:51]3[CH2:56][CH2:55][O:54][CH2:53][CH2:52]3)=[N:40][C:41]([CH3:50])=[CH:42][C:43]=2[N:44]2[CH2:49][CH2:48][O:47][CH2:46][CH2:45]2)=[O:36])[CH2:30][CH2:29]1.SC1NC2C=CC=CC=2N=1.[SH:67][C:68]1[O:69][C:70]2[C:76]([C:77]([F:80])([F:79])[F:78])=[CH:75][CH:74]=[CH:73][C:71]=2[N:72]=1>>[F:78][C:77]([F:80])([F:79])[C:76]1[C:70]2[O:69][C:68]([S:67][CH2:26][CH2:27][N:28]3[CH2:29][CH2:30][N:31]([CH2:34][C:35]([NH:37][C:38]4[C:39]([N:51]5[CH2:56][CH2:55][O:54][CH2:53][CH2:52]5)=[N:40][C:41]([CH3:50])=[CH:42][C:43]=4[N:44]4[CH2:45][CH2:46][O:47][CH2:48][CH2:49]4)=[O:36])[CH2:32][CH2:33]3)=[N:72][C:71]=2[CH:73]=[CH:74][CH:75]=1. The product is FC(C1=CC=CC=2N=C(OC21)SCCN2CCN(CC2)CC(=O)NC=2C(=NC(=CC2N2CCOCC2)C)N2CCOCC2)(F)F (2-[4-[2-(7-trifluoromethylbenzoxazol-2-ylthio)ethyl]piperazin-1-yl]-N-[2,4-bis(morpholino)-6-methylpyridin-3-yl]acetamide). Procedure details: The reaction and treatments of Example 12 were repeated, except that 2-[4-(2-hydroxyethyl)piperazin-1-yl]-N-[2,4-bis(methylthio)-6-methylpyridin-3-yl]acetamide was replaced by 2-[4-(2-hydroxyethyl)piperazin-1-yl]-N-[2,4-bis(morpholino)-6-methylpyridin-3-yl]acetamide, and 2-mercaptobenzimidazole was replaced by 2-mercapto-7-trifluoromethylbenzoxazole, to thereby yield the title compound as a colorless foamed substance. The product is O=C(O)COc1cccc(CCc2cc(-c3ccccc3)n(-c3ccccc3)n2)c1. Reaction SMILES: [CH3:34][OH:35].[Na+:33].[OH-:32].[c:1]1(-[n:7]2[n:8][c:9]([CH2:18][CH2:19][c:20]3[cH:21][c:22]([O:23][CH2:24][C:25](=[O:26])[O:27][CH3:28])[cH:29][cH:30][cH:31]3)[cH:10][c:11]2-[c:12]2[cH:13][cH:14][cH:15][cH:16][cH:17]2)[cH:2][cH:3][cH:4][cH:5][cH:6]1>>[c:1]1(-[n:7]2[n:8][c:9]([CH2:18][CH2:19][c:20]3[cH:21][c:22]([O:23][CH2:24][C:25](=[O:26])[OH:27])[cH:29][cH:30][cH:31]3)[cH:10][c:11]2-[c:12]2[cH:13][cH:14][cH:15][cH:16][cH:17]2)[cH:2][cH:3][cH:4][cH:5][cH:6]1. Reactants: CO, [Na+], [OH-], COC(=O)COc1cccc(CCc2cc(-c3ccccc3)n(-c3ccccc3)n2)c1. Reactants: S(=O)(=O)(OC)OC (dimethyl sulphate), O1C(=CC=C1)C1SC(N(N1)C)=S (2-(2-furyl)-4-methyl-1,3,4-thidiazolidine-5-thione), [K] (potassium). The solvent is C(C)O (ethanol). Run at time 2.5 hour. Product: C(C1=CC=CO1)=NN(C(=S)SC)C (S-methyl 3-furfurylidene- 2-methyl-dithiocarbazate). As a reaction SMILES: [O:1]1[CH:5]=[CH:4][CH:3]=[C:2]1[CH:6]1[NH:10][N:9]([CH3:11])[C:8](=[S:12])[S:7]1.S(OC)(O[CH3:17])(=O)=O.[K]>C(O)C>[CH:6](=[N:10][N:9]([CH3:11])[C:8]([S:7][CH3:17])=[S:12])[C:2]1[O:1][CH:5]=[CH:4][CH:3]=1 |^1:19|. Procedure: 1 g of 2-(2-furyl)-4-methyl-1,3,4-thidiazolidine-5-thione was dissolved in 50 ml of warm ethanol, and after cooling to room temperature 1.26 g of dimethyl sulphate was added. After stirring for 2.5 hours at 50°, 0.69 g potassium was added, the mixture was heated for 1.5 hours at 50°, then allowed to stand overnight. The reaction mixture was filtered and the filtrate was evaporated to dryness. The residue was recrystallised from ethanol and pure S-methyl 3-furfurylidene- 2-methyl-dithiocarbazate ...